Dataset: the Open Reaction Database (ORD), a public repository of structured organic reaction records. Task: describe an organic reaction: reactants, conditions, products, and yield As a reaction SMILES: [Br:1][c:2]1[c:3]([O:38][c:39]2[cH:40][cH:41][c:42]([S:45](=[O:46])(=[O:47])[CH3:48])[cH:43][cH:44]2)[n:4][c:5]2[n:6]([c:7]1[N:8]([CH2:9][O:10][CH2:11][CH2:12][Si:13]([CH3:14])([CH3:15])[CH3:16])[CH2:17][O:18][CH2:19][CH2:20][Si:21]([CH3:22])([CH3:23])[CH3:24])[n:25][cH:26][c:27]2-[c:28]1[cH:29][n:30][c:31]2[cH:32][cH:33][cH:34][cH:35][c:36]2[cH:37]1.[F:49][C:50]([F:51])([F:52])[C:53]([OH:54])=[O:55].[OH2:56]>>[Br:1][c:2]1[c:3]([O:38][c:39]2[cH:40][cH:41][c:42]([S:45](=[O:46])(=[O:47])[CH3:48])[cH:43][cH:44]2)[n:4][c:5]2[n:6]([c:7]1[NH2:8])[n:25][cH:26][c:27]2-[c:28]1[cH:29][n:30][c:31]2[cH:32][cH:33][cH:34][cH:35][c:36]2[cH:37]1. Reactants: C[Si](C)(C)CCOCN(COCC[Si](C)(C)C)c1c(Br)c(Oc2ccc(S(C)(=O)=O)cc2)nc2c(-c3cnc4ccccc4c3)cnn12, O=C(O)C(F)(F)F, O. Yields the product CS(=O)(=O)c1ccc(Oc2nc3c(-c4cnc5ccccc5c4)cnn3c(N)c2Br)cc1. The reactants are [BH3-]C#N, O=C([O-])[O-], COC(=O)Cc1ccc(C#Cc2cc(OC(C)C)c3c(c2)C(C)(C)CCC3=O)cc1, CI, CC#N, CC(=O)O, NC1CC1, ClCCl, [K+], [K+], [Na+], [Na+], [Na+], O=C([O-])[O-], O. Product: COC(=O)Cc1ccc(C#Cc2cc(OC(C)C)c3c(c2)C(C)(C)CCC3N(C)C2CC2)cc1. As a reaction SMILES: [C:35]([BH3-:36])#[N:37].[C:39](=[O:40])([O-:41])[O-:42].[CH3:1][O:2][C:3]([CH2:4][c:5]1[cH:6][cH:7][c:8]([C:11]#[C:12][c:13]2[cH:14][c:15]3[c:20]([c:21]([O:23][CH:24]([CH3:25])[CH3:26])[cH:22]2)[C:19](=[O:27])[CH2:18][CH2:17][C:16]3([CH3:28])[CH3:29])[cH:9][cH:10]1)=[O:30].[CH3:45][I:46].[CH3:50][C:51]#[N:52].[CH3:60][C:61](=[O:62])[OH:63].[CH:31]1([NH2:34])[CH2:32][CH2:33]1.[Cl:47][CH2:48][Cl:49].[K+:43].[K+:44].[Na+:38].[Na+:54].[Na+:55].[O-:56][C:57](=[O:58])[O-:59].[OH2:53]>>[CH3:1][O:2][C:3]([CH2:4][c:5]1[cH:6][cH:7][c:8]([C:11]#[C:12][c:13]2[cH:14][c:15]3[c:20]([c:21]([O:23][CH:24]([CH3:25])[CH3:26])[cH:22]2)[CH:19]([N:34]([CH:31]2[CH2:32][CH2:33]2)[CH3:35])[CH2:18][CH2:17][C:16]3([CH3:28])[CH3:29])[cH:9][cH:10]1)=[O:30]. Starting materials: NC1=C(C(NC(N1CCC)=O)=O)NC(=O)C12CC3CC2CC(C1)C3 (6-amino-5-(3-tricyclo[3.3.1.03,7 ]nonylcarbonylamino)-1-propyluracil), C([O-])([O-])=O.[Cs+].[Cs+] (cesium carbonate), BrCC(C)=O (bromoacetone), O (water). Solvent: CN(C=O)C (dimethylformamide). The product is NC1=C(C(N(C(N1CCC)=O)CC(C)=O)=O)NC(=O)C12CC3CC2CC(C1)C3 (6-Amino-3-(2-oxopropyl)-5-(3-tricyclo[3.3.1.03,7 ]nonylcarbonylamino)-1-propyluracil). The yield is 66.0%. As a reaction SMILES: [NH2:1][C:2]1[N:7]([CH2:8][CH2:9][CH3:10])[C:6](=[O:11])[NH:5][C:4](=[O:12])[C:3]=1[NH:13][C:14]([C:16]12[CH2:23][CH:22]3[CH2:24][CH:18]([CH2:19][CH:20]1[CH2:21]3)[CH2:17]2)=[O:15].C(=O)([O-])[O-].[Cs+].[Cs+].Br[CH2:32][C:33](=[O:35])[CH3:34].O>CN(C)C=O>[NH2:1][C:2]1[N:7]([CH2:8][CH2:9][CH3:10])[C:6](=[O:11])[N:5]([CH2:32][C:33](=[O:35])[CH3:34])[C:4](=[O:12])[C:3]=1[NH:13][C:14]([C:16]12[CH2:17][CH:18]3[CH2:24][CH:22]([CH2:21][CH:20]1[CH2:19]3)[CH2:23]2)=[O:15] |f:1.2.3|. Procedure details: To a solution of 2.20 g (6.63 mmol) of 6-amino-5-(3-tricyclo[3.3.1.03,7 ]nonylcarbonylamino)-1-propyluracil (Japanese Published Unexamined Patent Application No. 173889/91) in 35 ml of dimethylformamide, 3.24 g (9.95 mmol) of cesium carbonate, 1.23 ml (13.3 mmol) of bromoacetone were added with stirring. The reaction mixture was stirred at 60° C. for 3.5 hours. The mixture was cooled, poured into 100 ml of water and extracted three times with 30 ml of chloroform. The organic layer was washed wit... Starting materials: CC(C)(C)OC(=O)N[C@@H](CC1=C(C=CC=C1)C(F)(F)F)C(=O)O (N-{[(1,1-dimethylethyl)oxy]carbonyl}-2-(trifluoromethyl)-L-phenylalanine), B.C1CCOC1 (BH3-THF). Solvent: C1CCOC1 (THF). Reaction conditions: time 12 hour. Yields the product OC[C@H](CC1=C(C=CC=C1)C(F)(F)F)NC(OC(C)(C)C)=O (1,1-dimethylethyl ((1S)-2-hydroxy-1-{[2-(trifluoromethyl)phenyl]methyl}ethyl)carbamate). Reaction SMILES: [CH3:1][C:2]([O:5][C:6]([NH:8][C@H:9]([C:21](O)=[O:22])[CH2:10][C:11]1[CH:16]=[CH:15][CH:14]=[CH:13][C:12]=1[C:17]([F:20])([F:19])[F:18])=[O:7])([CH3:4])[CH3:3].B.C1COCC1>C1COCC1>[OH:22][CH2:21][C@@H:9]([NH:8][C:6](=[O:7])[O:5][C:2]([CH3:3])([CH3:1])[CH3:4])[CH2:10][C:11]1[CH:16]=[CH:15][CH:14]=[CH:13][C:12]=1[C:17]([F:20])([F:19])[F:18] |f:1.2|. Procedure details: To a solution of N-{[(1,1-dimethylethyl)oxy]carbonyl}-2-(trifluoromethyl)-L-phenylalanine (5 g, 15 mmol) in THF (75 mL) at 0° C. stirred was added BH3-THF (45 mL, 45 mmol-1M in THF). After 12 h, the reaction was quenched with AcOH:MeOH (1:5, 24 mL) and partitioned between saturated aqueous NaHCO3 and DCM. The aqueous phase was then extracted several times with DCM. The combined organic fractions were dried over Na2SO4 and used directly (4.2 g, 88%): LCMS (ES) m/e 320 (M+H)+.